From a dataset of the Open Reaction Database (ORD), a public repository of structured organic reaction records. describe an organic reaction: reactants, conditions, products, and yield The reactants are 1,8-diazabicyclo[5,4,0]-under-7-ene, COC=1C=C(CSC2=C(C(=O)O)C=CC=N2)C=CC1 (2-(3-methoxybenzylthio)nicotinic acid), CI (methyl iodide). The solvent is C(C)#N (acetonitrile). Yields the product COC=1C=C(CSC2=C(C(=O)OC)C=CC=N2)C=CC1 (methyl 2-(3-methoxybenzylthio)nicotinate). The yield is 91.7%. Reaction SMILES: [CH3:1][O:2][C:3]1[CH:4]=[C:5]([CH:17]=[CH:18][CH:19]=1)[CH2:6][S:7][C:8]1[N:16]=[CH:15][CH:14]=[CH:13][C:9]=1[C:10]([OH:12])=[O:11].[CH3:20]I>C(#N)C>[CH3:1][O:2][C:3]1[CH:4]=[C:5]([CH:17]=[CH:18][CH:19]=1)[CH2:6][S:7][C:8]1[N:16]=[CH:15][CH:14]=[CH:13][C:9]=1[C:10]([O:12][CH3:20])=[O:11]. Reported procedure: A suspension of 7.15 g (0.026 mole) of 2-(3-methoxybenzylthio)nicotinic acid in 75 ml of dry acetonitrile was treated with 3.95 g (0.026 mole) of 1,8-diazabicyclo[5,4,0]-under-7-ene (DBU). A solution formed and 4.26 g (0.030 mole) of methyl iodide was added over one minute. After keeping the reaction mixture at room temperature for 24 hours, the solution was evaporated in vacuo. The residue was partitioned between 100 ml of ether and 50 ml of water. The ether layer was washed with 50 ml of H2O, ...